Dataset: the Open Reaction Database (ORD), a public repository of structured organic reaction records. Task: describe an organic reaction: reactants, conditions, products, and yield The reactants are Cc1ccccc1, CC(N)c1ccccc1, CC(C)(C)[O-], COCC1CCCN1c1nc(-c2ccnc(Cl)c2)c(-c2cccc(C)c2)c(=O)n1C, [Na+], CC(=O)[O-], CC(=O)[O-], [Pd+2], c1ccc(P(c2ccccc2)c2ccc3ccccc3c2-c2c(P(c3ccccc3)c3ccccc3)ccc3ccccc23)cc1. Product: COCC1CCCN1c1nc(-c2ccnc(NC(C)c3ccccc3)c2)c(-c2cccc(C)c2)c(=O)n1C. Reaction SMILES: [CH3:101][c:102]1[cH:103][cH:104][cH:105][cH:106][cH:107]1.[CH3:31][CH:32]([c:33]1[cH:34][cH:35][cH:36][cH:37][cH:38]1)[NH2:39].[CH3:86][C:87]([CH3:88])([O-:89])[CH3:90].[Cl:1][c:2]1[n:3][cH:4][cH:5][c:6](-[c:8]2[c:9](-[c:24]3[cH:25][c:26]([CH3:30])[cH:27][cH:28][cH:29]3)[c:10](=[O:23])[n:11]([CH3:22])[c:12]([N:14]3[CH:15]([CH2:19][O:20][CH3:21])[CH2:16][CH2:17][CH2:18]3)[n:13]2)[cH:7]1.[Na+:91].[O-:93][C:94]([CH3:95])=[O:96].[O-:97][C:98]([CH3:99])=[O:100].[Pd+2:92].[cH:40]1[cH:41][cH:42][c:43]([P:44]([c:45]2[cH:46][cH:47][c:48]3[c:49]([cH:50][cH:51][cH:52][cH:53]3)[c:54]2-[c:55]2[c:56]3[c:57]([cH:58][cH:59][cH:60][cH:61]3)[cH:62][cH:63][c:64]2[P:65]([c:66]2[cH:67][cH:68][cH:69][cH:70][cH:71]2)[c:72]2[cH:73][cH:74][cH:75][cH:76][cH:77]2)[c:78]2[cH:79][cH:80][cH:81][cH:82][cH:83]2)[cH:84][cH:85]1>>[c:2]1([NH:39][CH:32]([CH3:31])[c:33]2[cH:34][cH:35][cH:36][cH:37][cH:38]2)[n:3][cH:4][cH:5][c:6](-[c:8]2[c:9](-[c:24]3[cH:25][c:26]([CH3:30])[cH:27][cH:28][cH:29]3)[c:10](=[O:23])[n:11]([CH3:22])[c:12]([N:14]3[CH:15]([CH2:19][O:20][CH3:21])[CH2:16][CH2:17][CH2:18]3)[n:13]2)[cH:7]1.